Dataset: the Open Reaction Database (ORD), a public repository of structured organic reaction records. Task: describe an organic reaction: reactants, conditions, products, and yield Procedure details: 2.87 G. of sodium carbonate are added to a solution of 7.6 g. of 1-[2,8-dichloro-10,11-dihydro-dibenz[b,f]oxepin-10-yl]-piperazine in 76 ml. of ethanol. Then, a solution of 1.9 ml. of propargyl bromide in 15 ml. of ethanol is added dropwise with stirring. The mixture is stirred for 20 hours at room temperature and the solvent is then evaporated under reduced pressure. The residue is partitioned between water and chloroform. The phases are separated. The aqueous solution is extracted again with c... Yields the product ClC1=CC2=C(OC3=C(C(C2)N2CCN(CC2)CC#C)C=C(C=C3)Cl)C=C1 (1-[2,8-dichloro-10,11-dihydro-dibenz[b,f]oxepin-10-yl]-4-(2-propynyl)-piperazine). Solvent: C(C)O (ethanol), C(C)O (ethanol). Starting materials: C([O-])([O-])=O.[Na+].[Na+] (sodium carbonate), ClC1=CC2=C(OC3=C(C(C2)N2CCNCC2)C=C(C=C3)Cl)C=C1 (1-[2,8-dichloro-10,11-dihydro-dibenz[b,f]oxepin-10-yl]-piperazine), C(C#C)Br (propargyl bromide). As a reaction SMILES: C(=O)([O-])[O-].[Na+].[Na+].[Cl:7][C:8]1[CH:29]=[CH:28][C:11]2[O:12][C:13]3[CH:26]=[CH:25][C:24]([Cl:27])=[CH:23][C:14]=3[CH:15]([N:17]3[CH2:22][CH2:21][NH:20][CH2:19][CH2:18]3)[CH2:16][C:10]=2[CH:9]=1.[CH2:30](Br)[C:31]#[CH:32]>C(O)C>[Cl:7][C:8]1[CH:29]=[CH:28][C:11]2[O:12][C:13]3[CH:26]=[CH:25][C:24]([Cl:27])=[CH:23][C:14]=3[CH:15]([N:17]3[CH2:22][CH2:21][N:20]([CH2:32][C:31]#[CH:30])[CH2:19][CH2:18]3)[CH2:16][C:10]=2[CH:9]=1 |f:0.1.2|. The reactants are CC(=O)OC(C)=O, O=CO, NCCN1CCn2nccc21. Product: O=CNCCN1CCn2nccc21. As a reaction SMILES: [CH3:1][C:2]([O:3][C:5]([CH3:4])=[O:7])=[O:6].[CH:19]([OH:20])=[O:21].[NH2:8][CH2:9][CH2:10][N:11]1[CH2:12][CH2:13][n:14]2[n:15][cH:16][cH:17][c:18]21>>[CH:5](=[O:7])[NH:8][CH2:9][CH2:10][N:11]1[CH2:12][CH2:13][n:14]2[n:15][cH:16][cH:17][c:18]21. Starting materials: Nc1ccc(Br)cc1, CC(=O)[O-], CC(C)=O, Cl[Cu]Cl, Cl, O=N[O-], [Na+], [Na+], O=C1C=CC(=O)N1, O. Yields the product O=C1C=C(c2ccc(Br)cc2)C(=O)N1. Reaction SMILES: [Br:2][c:3]1[cH:4][cH:5][c:6]([NH2:7])[cH:8][cH:9]1.[CH3:22][C:23](=[O:24])[O-:25].[CH3:27][C:28](=[O:29])[CH3:30].[Cl:31][Cu:32][Cl:33].[ClH:1].[N:10]([O-:11])=[O:12].[Na+:13].[Na+:21].[O:14]=[C:15]1[NH:16][C:17](=[O:18])[CH:19]=[CH:20]1.[OH2:26]>>[Br:2][c:3]1[cH:4][cH:5][c:6]([C:20]2=[CH:19][C:17](=[O:18])[NH:16][C:15]2=[O:14])[cH:8][cH:9]1.